From a dataset of the Open Reaction Database (ORD), a public repository of structured organic reaction records. describe an organic reaction: reactants, conditions, products, and yield Reactants: C1=C(C=CC2=CC=CC=C12)S(=O)(=O)N1[C@@H](C[C@H](C1)SC(C1=CC=CC=C1)(C1=CC=CC=C1)C1=CC=CC=C1)C(=O)O ((2S,4R)-1-(Naphthalene-2-sulfonyl)-4-tritylsulfanyl-pyrrolidine-2-carboxylic acid), COC1=CC=C(CN2N=C(N=N2)C[N-]C)C=C1 ([2-(4-methoxy-benzyl)-2H-tetrazol-5-ylmethyl]-methyl-amide), C(=O)(C(F)(F)F)O (TFA), C(C)[SiH](CC)CC (triethylsilane). Run at temperature 80 celsius. Product: CN(C(=O)[C@H]1N(C[C@@H](C1)S)S(=O)(=O)C1=CC2=CC=CC=C2C=C1)CC1=NN=NN1 ((2S,4R)-4-Mercapto-1-(naphthalene-2-sulfonyl)-pyrrolidine-2-carboxylic acid methyl-(1H-tetrazol-5-ylmethyl)-amide). The yield is 57.0%. RXN SMILES: [CH:1]1[C:10]2[C:5](=[CH:6][CH:7]=[CH:8][CH:9]=2)[CH:4]=[CH:3][C:2]=1[S:11]([N:14]1[CH2:18][C@H:17]([S:19]C(C2C=CC=CC=2)(C2C=CC=CC=2)C2C=CC=CC=2)[CH2:16][C@H]1C(O)=O)(=[O:13])=[O:12].COC1C=CC(C[N:49]2[N:53]=[N:52][C:51]([CH2:54][N-:55][CH3:56])=[N:50]2)=CC=1.C([SiH](CC)CC)C.[C:66](O)([C:68](F)(F)F)=[O:67]>>[CH3:56][N:55]([CH2:54][C:51]1[NH:52][N:53]=[N:49][N:50]=1)[C:66]([C@@H:68]1[CH2:16][C@@H:17]([SH:19])[CH2:18][N:14]1[S:11]([C:2]1[CH:3]=[CH:4][C:5]2[C:10](=[CH:9][CH:8]=[CH:7][CH:6]=2)[CH:1]=1)(=[O:12])=[O:13])=[O:67]. Procedure details: A solution of 150 mg (0.19 mmol) of a 1:1 mixture of (2S,4R)-1-(Naphthalene-2-sulfonyl)-4-tritylsulfanyl-pyrrolidine-2-carboxylic acid [1-(4-methoxy-benzyl)-1H- and [2-(4-methoxy-benzyl)-2H-tetrazol-5-ylmethyl]-methyl-amide in 10 ml TFA was treated with 0.3 ml (1.9 mmol) triethylsilane, refluxed for 7 min at 80° C. and evaporated. Crystallization from CH2Cl2/Et2O gave 46 mg (57%) (2S,4R)-4-Mercapto-1-(naphthalene-2-sulfonyl)-pyrrolidine-2-carboxylic acid methyl-(1H-tetrazol-5-ylmethyl)-amide, mp... The reactants are CN1CCOCC1 (N-methylmorpholine), ClC(=O)OCC (ethyl chloroformate), OCCNC(CCCCCCCCCCCCCCC)=O (N-(2-hydroxyethyl) hexadecanamide). Solvent: O1CCCC1 (tetrahydrofuran). Product: C(C)OC(=O)OCCNC(CCCCCCCCCCCCCCC)=O (N-[2-(ethoxycarbonyl)oxyethyl]hexadecanamide). RXN SMILES: [OH:1][CH2:2][CH2:3][NH:4][C:5](=[O:21])[CH2:6][CH2:7][CH2:8][CH2:9][CH2:10][CH2:11][CH2:12][CH2:13][CH2:14][CH2:15][CH2:16][CH2:17][CH2:18][CH2:19][CH3:20].CN1CCOCC1.Cl[C:30]([O:32][CH2:33][CH3:34])=[O:31]>O1CCCC1>[CH2:33]([O:32][C:30]([O:1][CH2:2][CH2:3][NH:4][C:5](=[O:21])[CH2:6][CH2:7][CH2:8][CH2:9][CH2:10][CH2:11][CH2:12][CH2:13][CH2:14][CH2:15][CH2:16][CH2:17][CH2:18][CH2:19][CH3:20])=[O:31])[CH3:34]. Procedure details: 3.0 g of N-(2-hydroxyethyl) hexadecanamide (10 mmoles) was dissolved in 75 ml of tetrahydrofuran (THF) at 45° C. with stirring. 1.11 g of N-methylmorpholine (11 moles) and 1.19 g of ethyl chloroformate (11 moles) were added and the resulting mixture was stirred for a further 3 hours at ambient temperature. The mixture was then evaporated to dryness under vacuum. The residue was taken up with 50 ml of water and extracted 3 times with 30 ml of ethyl acetate; the organic phases were washed twice wi... Reactants: CCN=C=NCCCN(C)C, CCN(C(C)C)C(C)C, Cl, CN1CCN(c2cc3nccc(Oc4ccc(N)cc4F)c3s2)CC1, O=C(O)c1ccnn(-c2ccc(F)cc2)c1=O, CN(C)C=O, On1nnc2ccccc21. The product is CN1CCN(c2cc3nccc(Oc4ccc(NC(=O)c5ccnn(-c6ccc(F)cc6)c5=O)cc4F)c3s2)CC1. RXN SMILES: [CH2:44]([N:45]=[C:46]=[N:47][CH2:48][CH2:49][CH2:50][N:51]([CH3:52])[CH3:53])[CH3:54].[CH2:65]([N:66]([CH:67]([CH3:68])[CH3:69])[CH:70]([CH3:71])[CH3:72])[CH3:73].[ClH:43].[F:1][c:2]1[cH:3][c:4]([NH2:5])[cH:6][cH:7][c:8]1[O:9][c:10]1[c:11]2[c:12]([n:13][cH:14][cH:15]1)[cH:16][c:17]([N:19]1[CH2:20][CH2:21][N:22]([CH3:25])[CH2:23][CH2:24]1)[s:18]2.[F:26][c:27]1[cH:28][cH:29][c:30](-[n:33]2[n:34][cH:35][cH:36][c:37]([C:40](=[O:41])[OH:42])[c:38]2=[O:39])[cH:31][cH:32]1.[O:74]=[CH:75][N:76]([CH3:77])[CH3:78].[n:55]1([OH:56])[c:57]2[cH:58][cH:59][cH:60][cH:61][c:62]2[n:63][n:64]1>>[F:1][c:2]1[cH:3][c:4]([NH:5][C:40]([c:37]2[cH:36][cH:35][n:34][n:33](-[c:30]3[cH:29][cH:28][c:27]([F:26])[cH:32][cH:31]3)[c:38]2=[O:39])=[O:41])[cH:6][cH:7][c:8]1[O:9][c:10]1[c:11]2[c:12]([n:13][cH:14][cH:15]1)[cH:16][c:17]([N:19]1[CH2:20][CH2:21][N:22]([CH3:25])[CH2:23][CH2:24]1)[s:18]2. The reactants are C1=CC=CC=C1 (Benzene), C(\C(\C)=C\C)(=O)Cl (tigloyl chloride), [Cl-].[Al+3].[Cl-].[Cl-] (aluminium chloride). The solvent is ClCCl (dichloromethane). Yields the product C(\C(\C)=C\C)(=O)C1=CC=CC=C1 (Tigloylbenzene). Reaction SMILES: [CH:1]1[CH:6]=[CH:5][CH:4]=[CH:3][CH:2]=1.[C:7](Cl)(=[O:12])/[C:8](=[CH:10]/[CH3:11])/[CH3:9].[Cl-].[Al+3].[Cl-].[Cl-]>ClCCl>[C:7]([C:1]1[CH:6]=[CH:5][CH:4]=[CH:3][CH:2]=1)(=[O:12])/[C:8](=[CH:10]/[CH3:11])/[CH3:9] |f:2.3.4.5|. Procedure details: Benzene (1 mL), tigloyl chloride (236 mg), and aluminium chloride (160 mg) were reacted in dichloromethane (1.5 mL) at from 0° C. to room temperature for 4 hours. The resultant was treated in the same manner as described in Example 1 to obtain the title compound (126 mg).